Dataset: the Open Reaction Database (ORD), a public repository of structured organic reaction records. Task: describe an organic reaction: reactants, conditions, products, and yield The solvent is C1(=CC=CC=C1)C (toluene). RXN SMILES: [OH:1][C:2]1[CH:3]=[C:4]([CH:7]=[C:8]([C:11]#[N:12])[C:9]=1[OH:10])[CH:5]=O.[CH3:13][CH2:14][C:15](=[O:19])[CH2:16][CH:17]=[O:18].N1CCCCC1.C(O)(=O)C>C1(C)C=CC=CC=1>[OH:1][C:2]1[CH:3]=[C:4]([CH:5]=[C:16]([CH:17]=[O:18])[C:15](=[O:19])[CH2:14][CH3:13])[CH:7]=[C:8]([C:11]#[N:12])[C:9]=1[OH:10]. Reported procedure: A mixture 1.6 g of 3,4-dihydroxy-5-cyanobenzaldehyde, 2.0 g of 3,5-pentanedione, 0.2 ml of piperidine and 0.6 ml of acetic acid in 70 ml of toluene was refluxed for 2 h with Dean-Stark separator. The solvent was evaporated in vacuo and the residue was crystallized from acetone-cyclohexane. mp 228°-232° C. Yields the product OC=1C=C(C=C(C1O)C#N)C=C(C(CC)=O)C=O (4-[(3,4-Dihydroxy-5-cyanophenyl)methylene]-3,5-pentanedione). Reactants: OC=1C=C(C=O)C=C(C1O)C#N (3,4-dihydroxy-5-cyanobenzaldehyde), CCC(CC=O)=O (3,5-pentanedione), N1CCCCC1 (piperidine), C(C)(=O)O (acetic acid). Procedure: 4-(2,3-dihydroxy-propoxy)-1-fluoro-thioxanthen-9-one (2.9 g, 9 mmol), 3-chloropropionyl chloride (9.5 g, 75 mmol), potassium carbonate (10.4 g, 75 mmol) and 2,6-di-tert-butyl-4-methylphenol (0.1 g, 0.00045 mol) were added to acetonitrile (35 mL). The reaction mixture was heated at 81° C. and stirred for 6 hours. After cooling down to room temperature, dichloromethane (200 mL) was added and the reaction mixture was extracted with distilled water (200 mL). The organic layer was separated, dried ov... Isolated yield 622.4%. Solvent: C(C)#N (acetonitrile), ClCCl (dichloromethane). RXN SMILES: [OH:1][CH:2]([CH2:21][OH:22])[CH2:3][O:4][C:5]1[C:18]2[S:17][C:16]3[C:11](=[CH:12][CH:13]=[CH:14][CH:15]=3)[C:10](=[O:19])[C:9]=2[C:8]([F:20])=[CH:7][CH:6]=1.Cl[CH2:24][CH2:25][C:26](Cl)=[O:27].C(=O)([O-])[O-].[K+].[K+].[C:35]([C:39]1C=C(C)C=C(C(C)(C)C)[C:40]=1[OH:50])(C)(C)C>ClCCl.C(#N)C>[C:26]([O:1][CH:2]([CH2:3][O:4][C:5]1[C:18]2[S:17][C:16]3[C:11](=[CH:12][CH:13]=[CH:14][CH:15]=3)[C:10](=[O:19])[C:9]=2[C:8]([F:20])=[CH:7][CH:6]=1)[CH2:21][O:22][C:40](=[O:50])[CH:39]=[CH2:35])(=[O:27])[CH:25]=[CH2:24] |f:2.3.4|. Yields the product C(C=C)(=O)OC(COC(C=C)=O)COC1=CC=C(C=2C(C3=CC=CC=C3SC12)=O)F (acrylic acid 2-acryloyloxy-3-(1-fluoro-9-oxo-9H-thioxanthen-4-yloxy)-propyl ester). Conditions: temperature 81 celsius, time 6 hour. Starting materials: OC(COC1=CC=C(C=2C(C3=CC=CC=C3SC12)=O)F)CO (4-(2,3-dihydroxy-propoxy)-1-fluoro-thioxanthen-9-one), ClCCC(=O)Cl (3-chloropropionyl chloride), C([O-])([O-])=O.[K+].[K+] (potassium carbonate), C(C)(C)(C)C1=C(C(=CC(=C1)C)C(C)(C)C)O (2,6-di-tert-butyl-4-methylphenol). Reactants: N[C@@H](CC(=O)O)C(=O)O (aspartic acid), alkali metal hydroxide, [OH-].[Na+] (sodium hydroxide), epoxysuccinic acid dialkali metal salt, [Na][Na] (disodium). Solvent: O (water). The product is tetraalkali metal, OC(C(C(=O)O)NC(C(=O)O)CC(=O)O)C(=O)O (3-hydroxy-2,2'-iminodisuccinic acid). As a reaction SMILES: [NH2:1][C@H:2]([C:7]([OH:9])=[O:8])[CH2:3][C:4]([OH:6])=[O:5].[OH-:10].[Na+].[Na][Na]>O>[OH:10][CH:2]([C:7]([OH:9])=[O:8])[CH:3]([NH:1][CH:2]([CH2:3][C:4]([OH:6])=[O:5])[C:7]([OH:9])=[O:8])[C:4]([OH:6])=[O:5] |f:1.2|. Procedure: In one particularly preferred embodiment of the production process, aspartic acid is initially introduced into water in such a quantity that a 20% by weight to 30% by weight solution or suspension is formed and approximately 2 mol equivalents of an alkali metal hydroxide, preferably sodium hydroxide, and then approximately 1 mol equivalent epoxysuccinic acid dialkali metal salt, preferably disodium salt, are added to the resulting solution or suspension. The mixture is then stirred, preferably u... Reactants: FC(C(=O)O)(F)F.N1CC(CC1)S(=O)(=O)C1=CC=C(C=C1)O ((RS)-4-(pyrrolidine-3-sulfonyl)-phenol trifluoroacetic acid), C1(=CC=CC=C1)C1CCC(CC1)=O (4-phenylcyclohexanone). The product is C1(=CC=CC=C1)[C@H]1CC[C@H](CC1)N1CC(CC1)S(=O)(=O)C1=CC=C(C=C1)O ((3RS,cis)-4-[1-(4-Phenyl-cyclohexyl)-pyrrolidine-3-sulfonyl]-phenol). As a reaction SMILES: FC(F)(F)C(O)=O.[NH:8]1[CH2:12][CH2:11][CH:10]([S:13]([C:16]2[CH:21]=[CH:20][C:19]([OH:22])=[CH:18][CH:17]=2)(=[O:15])=[O:14])[CH2:9]1.[C:23]1([CH:29]2[CH2:34][CH2:33][C:32](=O)[CH2:31][CH2:30]2)[CH:28]=[CH:27][CH:26]=[CH:25][CH:24]=1>>[C:23]1([C@@H:29]2[CH2:34][CH2:33][C@H:32]([N:8]3[CH2:12][CH2:11][CH:10]([S:13]([C:16]4[CH:21]=[CH:20][C:19]([OH:22])=[CH:18][CH:17]=4)(=[O:15])=[O:14])[CH2:9]3)[CH2:31][CH2:30]2)[CH:28]=[CH:27][CH:26]=[CH:25][CH:24]=1 |f:0.1|. Procedure details: The title compound, MS: m/e=386.3 (M+H+) was prepared from (RS)-4-(pyrrolidine-3-sulfonyl)-phenol trifluoroacetic acid and 4-phenylcyclohexanone. The reactants are [Br-].C(C(=O)C1=CC=CC=C1)[S+]1CCCC1 (phenacyltetrahydrothiophenium bromide), FC(C(C(C(F)(F)F)(F)F)(F)F)(S(=O)(=O)[O-])F.[K+] (Potassium perfluorobutanesulfonate). Run in O (water), O (water), CO (methanol), O (water). Conditions: temperature 100 celsius. Product: FC(C(C(C(F)(F)F)(F)F)(F)F)(S(=O)(=O)[O-])F.C(C(=O)C1=CC=CC=C1)[S+]1CCCC1 (phenacyltetrahydrothiophenium perfluorobutanesulfonate). The yield is 88.2%. As a reaction SMILES: [F:1][C:2]([F:17])([S:13]([O-:16])(=[O:15])=[O:14])[C:3]([F:12])([F:11])[C:4]([F:10])([F:9])[C:5]([F:8])([F:7])[F:6].[K+].[Br-].[CH2:20]([S+:29]1[CH2:33][CH2:32][CH2:31][CH2:30]1)[C:21]([C:23]1[CH:28]=[CH:27][CH:26]=[CH:25][CH:24]=1)=[O:22]>O.CO>[F:17][C:2]([F:1])([S:13]([O-:16])(=[O:15])=[O:14])[C:3]([F:11])([F:12])[C:4]([F:10])([F:9])[C:5]([F:8])([F:7])[F:6].[CH2:20]([S+:29]1[CH2:33][CH2:32][CH2:31][CH2:30]1)[C:21]([C:23]1[CH:28]=[CH:27][CH:26]=[CH:25][CH:24]=1)=[O:22] |f:0.1,2.3,6.7|. Procedure details: Potassium perfluorobutanesulfonate (60 g) was dissolved in a mixed solvent comprising 200 ml of water and 200 ml of methanol, and a solution obtained by dissolving 49.5 g of phenacyltetrahydrothiophenium bromide in 300 ml of water was added to the above solution. The aqueous solution was extracted twice with 200 ml of chloroform, the organic phase was washed with water and concentrated, thereby a crude product was obtained. Distilled water (300 ml) was added to the above-obtained product, follow...